Task: describe an organic reaction: reactants, conditions, products, and yield. Dataset: the Open Reaction Database (ORD), a public repository of structured organic reaction records The reactants are S1C(=CC=C1)C(=O)Cl (2-thiophenecarbonylchloride), [Sn](Cl)(Cl)(Cl)Cl (tin tetrachloride), ice water, N1(C=CC=C1)N1C(C2=CC=CC=C2C1=O)=O (2-(1H-pyrrol-1-yl)-1H-isoindole-1,3(2H)dione). Run in C(Cl)Cl (DCM), C(Cl)Cl (DCM). Reaction conditions: time 30 minute. Product: S1C(=CC=C1)C(=O)C=1N(C=CC1)N1C(C2=CC=CC=C2C1=O)=O (2-[2-(2-Thienylcarbonyl)-1H-pyrrol-1-yl]-1H-isoindole-1,3(2H) dione). RXN SMILES: [S:1]1[CH:5]=[CH:4][CH:3]=[C:2]1[C:6](Cl)=[O:7].[Sn](Cl)(Cl)(Cl)Cl.[N:14]1([N:19]2[C:27](=[O:28])[C:26]3[C:21](=[CH:22][CH:23]=[CH:24][CH:25]=3)[C:20]2=[O:29])[CH:18]=[CH:17][CH:16]=[CH:15]1>C(Cl)Cl>[S:1]1[CH:5]=[CH:4][CH:3]=[C:2]1[C:6]([C:15]1[N:14]([N:19]2[C:27](=[O:28])[C:26]3[C:21](=[CH:22][CH:23]=[CH:24][CH:25]=3)[C:20]2=[O:29])[CH:18]=[CH:17][CH:16]=1)=[O:7]. Procedure: A solution of 2-thiophenecarbonylchloride (10.7 ml) in 500 ml of dry DCM was treated at -10° C. with tin tetrachloride (11.7 ml) and stirred for 30 minutes. 2-(1H-pyrrol-1-yl)-1H-isoindole-1,3(2H)dione (21.2 g) was then added in small portions over a period of 30 minutes at -10° C. After the addition was completed, the reaction mixture was stirred for an additional 30 minutes at -10° C. and subsequently poured into 500 ml of ice water. The precipitate was dissolved by addition of about 1000 ml o... Reactants: [OH-].[Na+] (NaOH), C(N)(OC[C@@H](CC1=CC=CC=C1)N)=O ((2R)-2-amino-3-phenylpropyl carbamate), Cl (HCl), CS(=O)(=O)O (methansulfonic acid), C1(=CC=CC=C1)N=C=O (phenyl isocyanate). Run in O (Water), ClCCl (dichloromethane), C(C)OCC (ethyl ether), ClCCl (dichloromethane). Run at time 1 day. The product is N(C1=CC=CC=C1)C(=O)NC(OC[C@@H](CC1=CC=CC=C1)N)=O ((2R)-2-amino-3-phenylpropyl (anilinocarbonyl)carbamate). Reaction SMILES: [C:1](=[O:14])([O:3][CH2:4][C@H:5]([NH2:13])[CH2:6][C:7]1[CH:12]=[CH:11][CH:10]=[CH:9][CH:8]=1)[NH2:2].CS(O)(=O)=O.[C:20]1([N:26]=[C:27]=[O:28])[CH:25]=[CH:24][CH:23]=[CH:22][CH:21]=1.[OH-].[Na+].Cl>ClCCl.C(OCC)C.O>[NH:26]([C:27]([NH:2][C:1](=[O:14])[O:3][CH2:4][C@H:5]([NH2:13])[CH2:6][C:7]1[CH:12]=[CH:11][CH:10]=[CH:9][CH:8]=1)=[O:28])[C:20]1[CH:25]=[CH:24][CH:23]=[CH:22][CH:21]=1 |f:3.4|. Procedure details: (2R)-2-amino-3-phenylpropyl carbamate (2.397 mmol) was dissolved in dichloromethane and methansulfonic acid (0.47 ml, 3 eq) and phenyl isocyanate (1.56 ml, 6 eq) was added in an ice bath. The resulting reaction mixture was stirred for 1 day. Water was added to terminate the reaction and the reaction mixture was neutralized to pH 7-8 with 1N NaOH solution. The organic layer was extracted 3 times with dichloromethane, dried over magnesium sulfate and concentrated in vacuo, to give oil. This was di... Reactants: ClC=1C=C(C=CC1F)C1=NC(=NC(=C1)N1CCN(CC1)C1=NC=C(C=C1C)[N+](=O)[O-])N1C(CCC1)C (4-(3-chloro-4-fluoro-phenyl)-6-[4-(3-methyl-5-nitro-pyridin-2-yl)-piperazin-1-yl]-2-(2-methyl-pyrrolidin-1-yl)-pyrimidine), SnCl2-2H2O. Solvent: CCOC(=O)C (EtOAc). The product is ClC=1C=C(C=CC1F)C1=CC(=NC(=N1)N1C(CCC1)C)N1CCN(CC1)C1=C(C=C(C=N1)N)C (6-{4-[6-(3-Chloro-4-fluoro-phenyl)-2-(2-methyl-pyrrolidin-1-yl)-pyrimidin-4-yl]-piperazin-1-yl}-5-methyl-pyridin-3-ylamine). As a reaction SMILES: [Cl:1][C:2]1[CH:3]=[C:4]([C:9]2[CH:14]=[C:13]([N:15]3[CH2:20][CH2:19][N:18]([C:21]4[C:26]([CH3:27])=[CH:25][C:24]([N+:28]([O-])=O)=[CH:23][N:22]=4)[CH2:17][CH2:16]3)[N:12]=[C:11]([N:31]3[CH2:35][CH2:34][CH2:33][CH:32]3[CH3:36])[N:10]=2)[CH:5]=[CH:6][C:7]=1[F:8]>CCOC(C)=O>[Cl:1][C:2]1[CH:3]=[C:4]([C:9]2[N:10]=[C:11]([N:31]3[CH2:35][CH2:34][CH2:33][CH:32]3[CH3:36])[N:12]=[C:13]([N:15]3[CH2:16][CH2:17][N:18]([C:21]4[N:22]=[CH:23][C:24]([NH2:28])=[CH:25][C:26]=4[CH3:27])[CH2:19][CH2:20]3)[CH:14]=2)[CH:5]=[CH:6][C:7]=1[F:8]. Reported procedure: Heat a mixture of 4-(3-chloro-4-fluoro-phenyl)-6-[4-(3-methyl-5-nitro-pyridin-2-yl)-piperazin-1-yl]-2-(2-methyl-pyrrolidin-1-yl)-pyrimidine (300 mg, 0.59 mmol) and SnCl2-2H2O (529 mg, 2.95 mmol) in EtOAc at 80° C. for 16 h. Cool to room temperature and partition between EtOAc and 1N NaOH. Wash with water, dry the solution (Na2SO4), and concentrate under reduced pressure. Purify the residue by flash column eluting with EtOAc to afford the title compound as a light-yellow solid. 1H NMR (400 MHz, C... Reactants: C(#N)CC1(CN(C1)C(=O)OC(C)(C)C)N1N=CC(=C1)C1=C2C(=NC=C1F)N(C=C2)COCC[Si](C)(C)C (tert-butyl 3-(cyanomethyl)-3-[4-(5-fluoro-1-{[2-(trimethylsilyl)ethoxy]methyl}-1H-pyrrolo[2,3-b]pyridin-4-yl)-1H-pyrazol-1-yl]azetidine-1-carboxylate), solution, Cl (hydrogen chloride), O1CCOCC1 (1,4-dioxane). The solvent is C1CCOC1 (THF). Run at time 2 hour. Product: FC=1C(=C2C(=NC1)N(C=C2)COCC[Si](C)(C)C)C=2C=NN(C2)C2(CNC2)CC#N ({3-[4-(5-fluoro-1-{[2-(trimethylsilyl)ethoxy]methyl}-1H-pyrrolo[2,3-b]pyridin-4-yl)-1H-pyrazol-1-yl]azetidin-3-yl}acetonitrile). Isolated yield 124.7%. Reaction SMILES: [C:1]([CH2:3][C:4]1([N:15]2[CH:19]=[C:18]([C:20]3[C:25]([F:26])=[CH:24][N:23]=[C:22]4[N:27]([CH2:30][O:31][CH2:32][CH2:33][Si:34]([CH3:37])([CH3:36])[CH3:35])[CH:28]=[CH:29][C:21]=34)[CH:17]=[N:16]2)[CH2:7][N:6](C(OC(C)(C)C)=O)[CH2:5]1)#[N:2].Cl.O1CCOCC1>C1COCC1>[F:26][C:25]1[C:20]([C:18]2[CH:17]=[N:16][N:15]([C:4]3([CH2:3][C:1]#[N:2])[CH2:7][NH:6][CH2:5]3)[CH:19]=2)=[C:21]2[CH:29]=[CH:28][N:27]([CH2:30][O:31][CH2:32][CH2:33][Si:34]([CH3:36])([CH3:37])[CH3:35])[C:22]2=[N:23][CH:24]=1. Reported procedure: To a solution of tert-butyl 3-(cyanomethyl)-3-[4-(5-fluoro-1-{[2-(trimethylsilyl)ethoxy]methyl}-1H-pyrrolo[2,3-b]pyridin-4-yl)-1H-pyrazol-1-yl]azetidine-1-carboxylate (3.05 g, 5.79 mmol) in THF (40 mL) was added a 4.0 M solution of hydrogen chloride in 1,4-dioxane (70 mL, 280 mmol). The mixture was stirred at room temperature for 2 hours and concentrated to give 3.08 g (99.2%) of {3-[4-(5-fluoro-1-{[2-(trimethylsilyl)ethoxy]methyl}-1H-pyrrolo[2,3-b]pyridin-4-yl)-1H-pyrazol-1-yl]azetidin-3-yl}ace... The reactants are [OH-].[Na+] (sodium hydroxide), C1CC1NCCOC1=C(C=C(C=C1)C1=CC=C(C=C1)C(=O)OCC)C1=CC=2C(CCC(C2C=C1)(C)C)(C)C (ethyl 4′-(3-cyclopropylaminoethoxy)-3′-(5,5,8,8-tetramethyl-5,6,7,8-tetrahydronaphth-2-yl)biphenyl-4-carboxylate). Run in O1CCCC1 (tetrahydrofuran). Yields the product C1CC1NCCOC1=C(C=C(C=C1)C1=CC=C(C=C1)C(=O)O)C1=CC=2C(CCC(C2C=C1)(C)C)(C)C (4′-(3-cyclopropylaminoethoxy)-3′-(5,5,8,8-tetramethyl-5,6,7,8-tetrahydronaphth-2-yl)biphenyl-4-carboxylic acid), solid. The yield is 75.0%. Reaction SMILES: [OH-].[Na+].[CH2:3]1[CH:5]([NH:6][CH2:7][CH2:8][O:9][C:10]2[CH:15]=[CH:14][C:13]([C:16]3[CH:21]=[CH:20][C:19]([C:22]([O:24]CC)=[O:23])=[CH:18][CH:17]=3)=[CH:12][C:11]=2[C:27]2[CH:36]=[CH:35][C:34]3[C:33]([CH3:38])([CH3:37])[CH2:32][CH2:31][C:30]([CH3:40])([CH3:39])[C:29]=3[CH:28]=2)[CH2:4]1>O1CCCC1>[CH2:4]1[CH:5]([NH:6][CH2:7][CH2:8][O:9][C:10]2[CH:15]=[CH:14][C:13]([C:16]3[CH:21]=[CH:20][C:19]([C:22]([OH:24])=[O:23])=[CH:18][CH:17]=3)=[CH:12][C:11]=2[C:27]2[CH:36]=[CH:35][C:34]3[C:33]([CH3:38])([CH3:37])[CH2:32][CH2:31][C:30]([CH3:40])([CH3:39])[C:29]=3[CH:28]=2)[CH2:3]1 |f:0.1|. Reported procedure: In a manner similar to that of Example 2a, by reaction of 270 mg (6.75 mmol) of sodium hydroxide with 340 mg (0.66 mmol) of ethyl 4′-(3-cyclopropylaminoethoxy)-3′-(5,5,8,8-tetramethyl-5,6,7,8-tetrahydronaphth-2-yl)biphenyl-4-carboxylate (Example 19b) in 30 ml of tetrahydrofuran. 240 mg of 4′-(3-cyclopropylaminoethoxy)-3′-(5,5,8,8-tetramethyl-5,6,7,8-tetrahydronaphth-2-yl)biphenyl-4-carboxylic acid are obtained in the form of a white solid (m.p.=233° C., yield=75%). Reactants: [OH-].[Na+] (sodium hydroxide), C1(=CC=CC=C1)C=1CC2=CC=CC=C2C1 (2-phenylindene), BrCC=1C(=CC=CC1)CBr (α,α′-dibromoxylene). Reagents/catalysts: [Cl-].C(C1=CC=CC=C1)[N+](C)(C)C (Benzyl trimethylammonium chloride). Run in O1CCCC1 (tetrahydrofuran). Reaction conditions: temperature 50 celsius, time 8 hour. Yields the product C1(=CC=CC=C1)C1=CC2=CC=CC=C2C12CC1=CC=CC=C1C2 (2-phenyl-1′,3′-dihydro-spiro[1H-indene-1,2′-[2H]indene]), solid. As a reaction SMILES: [C:1]1([C:7]2[CH2:8][C:9]3[C:14]([CH:15]=2)=[CH:13][CH:12]=[CH:11][CH:10]=3)[CH:6]=[CH:5][CH:4]=[CH:3][CH:2]=1.Br[CH2:17][C:18]1[C:19]([CH2:24]Br)=[CH:20][CH:21]=[CH:22][CH:23]=1.[OH-].[Na+]>[Cl-].C([N+](C)(C)C)C1C=CC=CC=1.O1CCCC1>[C:1]1([C:7]2[C:8]3([CH2:24][C:19]4[C:18](=[CH:23][CH:22]=[CH:21][CH:20]=4)[CH2:17]3)[C:9]3[C:14](=[CH:13][CH:12]=[CH:11][CH:10]=3)[CH:15]=2)[CH:2]=[CH:3][CH:4]=[CH:5][CH:6]=1 |f:2.3,4.5|. Procedure details: Benzyl trimethylammonium chloride (0.196 g, 1 mmol) was added to a solution of 2-phenylindene (0.200 g, 1.04 mmol) and α,α′-dibromoxylene (0.289 g, 1.09 mmol) in tetrahydrofuran (10 mL) then 50% aqueous sodium hydroxide (10 mL) was added. The resulting mixture was stirred at 50° C. overnight. The reaction mixture was partitioned between ethyl acetate and water. The organic layer was washed sequentially with water, 0.1 N hydrochloric acid, water, and saturated aqueous sodium chloride then dried (...